Dataset: the Open Reaction Database (ORD), a public repository of structured organic reaction records. Task: describe an organic reaction: reactants, conditions, products, and yield Starting materials: [Na] (sodium), C([O-])(O)=O.[Na+] (sodium bicarbonate), C(CO)(=S)O (thio-glycolic acid), ClC1=C(C(=O)O)C=C(C=C1)[N+](=O)[O-] (2-chloro-5-nitro-benzoic acid). Solvent: CCOCCO (cellosolve). Yields the product C(=O)(O)CSC1=C(C(=O)O)C=C(C=C1)[N+](=O)[O-] (2-carboxymethylthio-5-nitro-benzoic acid). The yield is 86.3%. Reaction SMILES: Cl[C:2]1[CH:10]=[CH:9][C:8]([N+:11]([O-:13])=[O:12])=[CH:7][C:3]=1[C:4]([OH:6])=[O:5].[C:14](=[O:17])(O)[O-:15].[Na+].[C:19](O)(=[S:22])CO.[Na]>CCOCCO>[C:14]([CH2:19][S:22][C:2]1[CH:10]=[CH:9][C:8]([N+:11]([O-:13])=[O:12])=[CH:7][C:3]=1[C:4]([OH:6])=[O:5])([OH:15])=[O:17] |f:1.2,^1:23|. Reported procedure: In a 5 liter flask equipped with an impervious agitator, a reflux refrigerant and a thermometer, there are introduced 146 g (0.72 mole) of 2-chloro-5-nitro-benzoic acid and 2200 ml of cellosolve. There is obtained a solution to which is added 181 g of sodium bicarbonate and 66 g of thio-glycolic acid. The mixture is refluxed. There is very rapid precipitation of the sodium salt of the carboxymethylthio acid formed. After 31/2 hours of reflux, the heating is stopped, and the sodium salt is cooled... Reactants: [H-].[Na+] (sodium hydride), N1(CCCCC1)CC1=CC(=NC=C1)OC\C=C/CNC(CCl)=O (N-[4-(4-piperidinomethyl-2-pyridyloxy)-cis-2-butenyl]-2-chloroacetamide), C(C)(=S)O (thioacetic acid). Run in O1CCCC1 (tetrahydrofuran), O1CCCC1 (tetrahydrofuran), O1CCCC1 (tetrahydrofuran). Run at time 30 minute. Yields the product N1(CCCCC1)CC1=CC(=NC=C1)OC\C=C/CNC(CSC(C)=O)=O (N-[4-(4-Piperidinomethyl-2-pyridyloxy)-cis-2-butenyl]-2-(acetylthio)acetamide). Yield: 77.0%. Reaction SMILES: [C:1]([OH:4])(=[S:3])[CH3:2].[H-].[Na+].[N:7]1([CH2:13][C:14]2[CH:19]=[CH:18][N:17]=[C:16]([O:20][CH2:21]/[CH:22]=[CH:23]\[CH2:24][NH:25][C:26](=[O:29])[CH2:27]Cl)[CH:15]=2)[CH2:12][CH2:11][CH2:10][CH2:9][CH2:8]1>O1CCCC1>[N:7]1([CH2:13][C:14]2[CH:19]=[CH:18][N:17]=[C:16]([O:20][CH2:21]/[CH:22]=[CH:23]\[CH2:24][NH:25][C:26](=[O:29])[CH2:27][S:3][C:1](=[O:4])[CH3:2])[CH:15]=2)[CH2:12][CH2:11][CH2:10][CH2:9][CH2:8]1 |f:1.2|. Reported procedure: A solution of 0.47 ml of thioacetic acid in 20 ml of tetrahydrofuran was added dropwise, whilst ice-cooling and in an atmosphere of nitrogen, to a suspension of 0.29 g of sodium hydride (as a 55% w/w dispersion in mineral oil) in 20 ml of tetrahydrofuran, and the resulting mixture was stirred at room temperature for 30 minutes. At the end of this time, a solution of 2.00 g of N-[4-(4-piperidinomethyl-2-pyridyloxy)-cis-2-butenyl]-2-chloroacetamide [prepared as described in step (a) above] in 20 m... Reactants: CNC(=O)c1cc(F)ccc1C[NH3+], CCN=C=NCCCN(C)C, CCN(C(C)C)C(C)C, [Cl-], Cl, CN(C)C=O, CCS(=O)(=O)N(C)c1nc(C(=O)O)c(O)c2ncccc12, On1nnc2cccnc21. Yields the product CCS(=O)(=O)N(C)c1nc(C(=O)NCc2ccc(F)cc2C(=O)NC)c(O)c2ncccc12. Reaction SMILES: [CH3:23][NH:24][C:25](=[O:26])[c:27]1[c:28]([CH2:34][NH3+:35])[cH:29][cH:30][c:31]([F:33])[cH:32]1.[CH3:37][N:38]([CH3:39])[CH2:40][CH2:41][CH2:42][N:43]=[C:44]=[N:45][CH2:46][CH3:47].[CH:58]([N:59]([CH:60]([CH3:61])[CH3:62])[CH2:63][CH3:64])([CH3:65])[CH3:66].[Cl-:22].[ClH:36].[O:67]=[CH:68][N:69]([CH3:70])[CH3:71].[OH:1][c:2]1[c:3]([C:19](=[O:20])[OH:21])[n:4][c:5]([N:12]([S:13](=[O:14])(=[O:15])[CH2:16][CH3:17])[CH3:18])[c:6]2[cH:7][cH:8][cH:9][n:10][c:11]12.[OH:48][n:49]1[c:50]2[n:51][cH:52][cH:53][cH:54][c:55]2[n:56][n:57]1>>[OH:1][c:2]1[c:3]([C:19](=[O:21])[NH:35][CH2:34][c:28]2[c:27]([C:25]([NH:24][CH3:23])=[O:26])[cH:32][c:31]([F:33])[cH:30][cH:29]2)[n:4][c:5]([N:12]([S:13](=[O:14])(=[O:15])[CH2:16][CH3:17])[CH3:18])[c:6]2[cH:7][cH:8][cH:9][n:10][c:11]12. Reactants: C1(=CC=CC=C1)N1C(C2=C(C=3C=CC=NC13)OCC2)=O (3,5-dihydro-5-phenyl-furo-[3,2-c][1,8]naphthyridin-4(2H)-one), COC1=CC=C(C=C1)P1(SP(S1)(C1=CC=C(C=C1)OC)=S)=S (2,4-bis- (4-methoxyphenyl)-1,3-dithia-2,4-diphosphetane-2,4-disulfide). The solvent is C1(=CC=CC=C1)C (toluene). Yields the product C1(=CC=CC=C1)N1C(C2=C(C=3C=CC=NC13)OCC2)=S (3,5-Dihydro-5-phenyl-furo[3,2-c][1,8]-naphthyridine-4(2H)-thione). As a reaction SMILES: [C:1]1([N:7]2[C:16]3[N:15]=[CH:14][CH:13]=[CH:12][C:11]=3[C:10]3[O:17][CH2:18][CH2:19][C:9]=3[C:8]2=O)[CH:6]=[CH:5][CH:4]=[CH:3][CH:2]=1.COC1C=CC(P2(=S)SP(=S)(C3C=CC(OC)=CC=3)[S:30]2)=CC=1>C1(C)C=CC=CC=1>[C:1]1([N:7]2[C:16]3[N:15]=[CH:14][CH:13]=[CH:12][C:11]=3[C:10]3[O:17][CH2:18][CH2:19][C:9]=3[C:8]2=[S:30])[CH:6]=[CH:5][CH:4]=[CH:3][CH:2]=1. Reported procedure: A suspension of 3,5-dihydro-5-phenyl-furo-[3,2-c][1,8]naphthyridin-4(2H)-one (3 g.) and 2,4-bis- (4-methoxyphenyl)-1,3-dithia-2,4-diphosphetane-2,4-disulfide (Lawesson's Reagent; 5 g.) in dry toluene (100 ml.) was stirred in an atmosphere of nitrogen and heated to reflux for 6 hrs. After cooling, the organic layer was washed with water, dried and evaporated. The product was purified by chromatography over silica gel in CH2Cl2 containing increasing amounts of ethyl acetate (0-5%). The fractions c...